This data is from the Open Reaction Database (ORD), a public repository of structured organic reaction records. The task is: describe an organic reaction: reactants, conditions, products, and yield The reactants are CO, [Cl-], Cc1ccn2ncnc(Oc3ccc([N+](=O)[O-])cc3F)c12, [NH4+], C1CCOC1, [Zn]. Yields the product Cc1ccn2ncnc(Oc3ccc(N)cc3F)c12. Reaction SMILES: [CH3:24][OH:25].[Cl-:22].[F:1][c:2]1[c:3]([O:4][c:5]2[n:6][cH:7][n:8][n:9]3[c:10]2[c:11]([CH3:14])[cH:12][cH:13]3)[cH:15][cH:16][c:17]([N+:19]([O-:20])=[O:21])[cH:18]1.[NH4+:23].[O:26]1[CH2:27][CH2:28][CH2:29][CH2:30]1.[Zn:31]>>[F:1][c:2]1[c:3]([O:4][c:5]2[n:6][cH:7][n:8][n:9]3[c:10]2[c:11]([CH3:14])[cH:12][cH:13]3)[cH:15][cH:16][c:17]([NH2:19])[cH:18]1. Starting materials: B, CC(C)(C)OC(=O)N1CCC(c2ccc(F)cc2)C(C(=O)O)C1, C1CCOC1, CSC. Product: CC(C)(C)OC(=O)N1CCC(c2ccc(F)cc2)C(CO)C1. As a reaction SMILES: [BH3:27].[C:1]([CH3:2])([CH3:3])([CH3:4])[O:5][C:6](=[O:7])[N:8]1[CH2:9][CH:10]([C:21](=[O:22])[OH:23])[CH:11]([c:14]2[cH:15][cH:16][c:17]([F:20])[cH:18][cH:19]2)[CH2:12][CH2:13]1.[CH2:28]1[O:29][CH2:30][CH2:31][CH2:32]1.[CH3:24][S:25][CH3:26]>>[C:1]([CH3:2])([CH3:3])([CH3:4])[O:5][C:6](=[O:7])[N:8]1[CH2:9][CH:10]([CH2:21][OH:22])[CH:11]([c:14]2[cH:15][cH:16][c:17]([F:20])[cH:18][cH:19]2)[CH2:12][CH2:13]1.